Dataset: the Open Reaction Database (ORD), a public repository of structured organic reaction records. Task: describe an organic reaction: reactants, conditions, products, and yield Reactants: C(C1=CC=CC=C1)OC(=O)NCC1=CC(=C(C=C1)OC)OCCCN1CCN(CC1)C=O (N-benzyloxycarbonyl-3-[3-(4-formylpiperazin-1-yl)-propoxy]-4-methoxybenzylamine). Reagents/catalysts: [C].[Pd] (palladium carbon). Solvent: C(C)O (ethanol). Run at temperature 60 celsius, time 9 hour. The product is C(=O)N1CCN(CC1)CCCOC=1C=C(CN)C=CC1OC (3-(3-(4-Formylpiperazin-1-yl)-propoxy]-4-methoxybenzylamine). Yield: 85.0%. RXN SMILES: C(OC([NH:11][CH2:12][C:13]1[CH:18]=[CH:17][C:16]([O:19][CH3:20])=[C:15]([O:21][CH2:22][CH2:23][CH2:24][N:25]2[CH2:30][CH2:29][N:28]([CH:31]=[O:32])[CH2:27][CH2:26]2)[CH:14]=1)=O)C1C=CC=CC=1>[C].[Pd].C(O)C>[CH:31]([N:28]1[CH2:27][CH2:26][N:25]([CH2:24][CH2:23][CH2:22][O:21][C:15]2[CH:14]=[C:13]([CH:18]=[CH:17][C:16]=2[O:19][CH3:20])[CH2:12][NH2:11])[CH2:30][CH2:29]1)=[O:32] |f:1.2|. Procedure details: A mixture comprising 30.4 g of N-benzyloxycarbonyl-3-[3-(4-formylpiperazin-1-yl)-propoxy]-4-methoxybenzylamine, 3.1 g of 5% palladium carbon and 300 ml of ethanol, was stirred at 60° C. for 9 hours under a hydrogen atmosphere. Palladium carbon was filtered off, and then the filtrate was distilled off under reduced pressure to obtain 17.99 g of the above-identified compound as slightly brown oil. Reactants: C[Si](C)(C)Cl (Trimethylsilyl chloride), BrCCBr (1,2 dibromoethane), BrC1=NC=C(C=C1)[N+](=O)[O-] (2-bromo-5-nitropyridine), C(C)(C)(C)OC(=O)N1CC(C1)I (3-iodo-azetidine-1-carboxylic acid tert-butyl ester). Reagents/catalysts: C=1C=CC(=CC1)/C=C/C(=O)/C=C/C2=CC=CC=C2.C=1C=CC(=CC1)/C=C/C(=O)/C=C/C2=CC=CC=C2.C=1C=CC(=CC1)/C=C/C(=O)/C=C/C2=CC=CC=C2.[Pd].[Pd] (Pd2(dba)3), O1C(=CC=C1)P(C=1OC=CC1)C=1OC=CC1 (P(2-furyl)3), [Zn] (Zn). Solvent: C1CCOC1 (THF), C1CCOC1 (THF), C1CCOC1 (THF), C1CCOC1 (THF). Reaction conditions: temperature 80 celsius, time 45 minute. Product: C(C)(C)(C)OC(=O)N1CC(C1)C1=NC=C(C=C1)[N+](=O)[O-] (3-(5-Nitro-pyridin-2-yl)-azetidine-1-carboxylic acid tert-butyl ester). Yield: 71.1%. As a reaction SMILES: BrCCBr.C[Si](Cl)(C)C.[C:10]([O:14][C:15]([N:17]1[CH2:20][CH:19](I)[CH2:18]1)=[O:16])([CH3:13])([CH3:12])[CH3:11].Br[C:23]1[CH:28]=[CH:27][C:26]([N+:29]([O-:31])=[O:30])=[CH:25][N:24]=1>C1COCC1.[Zn].C1C=CC(/C=C/C(/C=C/C2C=CC=CC=2)=O)=CC=1.C1C=CC(/C=C/C(/C=C/C2C=CC=CC=2)=O)=CC=1.C1C=CC(/C=C/C(/C=C/C2C=CC=CC=2)=O)=CC=1.[Pd].[Pd].O1C=CC=C1P(C1OC=CC=1)C1OC=CC=1>[C:10]([O:14][C:15]([N:17]1[CH2:20][CH:19]([C:23]2[CH:28]=[CH:27][C:26]([N+:29]([O-:31])=[O:30])=[CH:25][N:24]=2)[CH2:18]1)=[O:16])([CH3:13])([CH3:12])[CH3:11] |f:6.7.8.9.10|. Procedure details: Zn dust (520 mg, 7.95 mmol) was vigorously stirred in THF (2 ml) under nitrogen and 1,2 dibromoethane (84 μl, 0.97 mmol) was added. The suspension was then heated at 80° C. for 8 min and next allowed to cool to room temperature. Trimethylsilyl chloride (115 μl, 0.92 mmol) in THF (1 ml) was then added and the mixture further stirred at room temperature for 45 min. A solution of 3-iodo-azetidine-1-carboxylic acid tert-butyl ester (1.74 g, 6.14 mmol) in THF (2 ml) was then added dropwise to the sol... The reactants are C1(CCCC1)C1=C(N=C2N1C(=NN=C2C2=CC=CC=C2)C)O (3-cyclopentyl-5-methyl-8-phenylimidazo[1,2-d][1,2,4]triazin-2-ol), Cl.ClCC=1N(N=CN1)CC (3-chloromethyl-2-ethyl-2H-[1,2,4]triazole hydrochloride), C([O-])([O-])=O.[K+].[K+] (potassium carbonate). Solvent: CN(C=O)C (N,N-dimethylformamide). Run at time 3 hour. Product: C1(CCCC1)C1=C(N=C2N1C(=NN=C2C2=CC=CC=C2)C)OCC=2N(N=CN2)CC (3-Cyclopentyl-2-(2-ethyl-2H-[1,2,4]triazol-3-ylmethoxy)-5-methyl-8-phenylimidazo[1,2-d][1,2,4]triazine). Isolated yield 18.9%. RXN SMILES: [CH:1]1([C:6]2[N:10]3[C:11]([CH3:21])=[N:12][N:13]=[C:14]([C:15]4[CH:20]=[CH:19][CH:18]=[CH:17][CH:16]=4)[C:9]3=[N:8][C:7]=2[OH:22])[CH2:5][CH2:4][CH2:3][CH2:2]1.Cl.Cl[CH2:25][C:26]1[N:27]([CH2:31][CH3:32])[N:28]=[CH:29][N:30]=1.C(=O)([O-])[O-].[K+].[K+]>CN(C)C=O>[CH:1]1([C:6]2[N:10]3[C:11]([CH3:21])=[N:12][N:13]=[C:14]([C:15]4[CH:16]=[CH:17][CH:18]=[CH:19][CH:20]=4)[C:9]3=[N:8][C:7]=2[O:22][CH2:25][C:26]2[N:27]([CH2:31][CH3:32])[N:28]=[CH:29][N:30]=2)[CH2:2][CH2:3][CH2:4][CH2:5]1 |f:1.2,3.4.5|. Procedure details: To a solution of 3-cyclopentyl-5-methyl-8-phenylimidazo[1,2-d][1,2,4]triazin-2-ol (175 mg, 0.59 mmol) and 3-chloromethyl-2-ethyl-2H-[1,2,4]triazole hydrochloride (130 mg, 0.71 mmol) in anhydrous N,N-dimethylformamide under an atmosphere of nitrogen was added potassium carbonate (329 mg, 2.37 mmol). The reaction mixture was stirred at room temperature for 3 h, then evaporated in vacuo. The residue was purified by flash chromatography (SiO2; 2% MeOH in CH2Cl2), and the product recrystallised from ... Starting materials: CCO, N, CCOC(=O)c1n[nH]c(=S)[nH]c1=O. The product is NC(=O)c1n[nH]c(=S)[nH]c1=O. Reaction SMILES: [CH3:15][CH2:16][OH:17].[NH3:14].[O:1]=[c:2]1[nH:3][c:4](=[S:13])[nH:5][n:6][c:7]1[C:8](=[O:9])[O:10][CH2:11][CH3:12]>>[O:1]=[c:2]1[nH:3][c:4](=[S:13])[nH:5][n:6][c:7]1[C:8](=[O:9])[NH2:14]. Reactants: Oc1ccc(-c2cc3cc(O)cc(CBr)c3o2)cc1, CO. Yields the product Cc1cc(O)cc2cc(-c3ccc(O)cc3)oc12. RXN SMILES: [Br:1][CH2:2][c:3]1[cH:4][c:5]([OH:19])[cH:6][c:7]2[cH:8][c:9](-[c:12]3[cH:13][cH:14][c:15]([OH:18])[cH:16][cH:17]3)[o:10][c:11]12.[CH3:20][OH:21]>>[CH3:2][c:3]1[cH:4][c:5]([OH:19])[cH:6][c:7]2[cH:8][c:9](-[c:12]3[cH:13][cH:14][c:15]([OH:18])[cH:16][cH:17]3)[o:10][c:11]12. Reactants: C(C1=CC=CC=C1)N1CC=2C=CC(=NC2CC1)Cl (6-benzyl-2-chloro-5,6,7,8-tetrahydro-1,6-naphthyridine), CNC (dimethylamine). Yields the product CN(C1=NC=2CCNCC2C=C1)C (N,N-Dimethyl-5,6,7,8-tetrahydro-1,6-naphthyridin-2-amine). Reaction SMILES: C([N:8]1[CH2:17][CH2:16][C:15]2[N:14]=[C:13](Cl)[CH:12]=[CH:11][C:10]=2[CH2:9]1)C1C=CC=CC=1.[CH3:19][NH:20][CH3:21]>>[CH3:19][N:20]([CH3:21])[C:13]1[CH:12]=[CH:11][C:10]2[CH2:9][NH:8][CH2:17][CH2:16][C:15]=2[N:14]=1. Procedure details: N,N-Dimethyl-5,6,7,8-tetrahydro-1,6-naphthyridin-2-amine was prepared via reaction of 6-benzyl-2-chloro-5,6,7,8-tetrahydro-1,6-naphthyridine with dimethylamine, followed by hydrogenation to remove the protecting group. The reactants are C(C1=CC=CC=C1)(=O)Cl (benzoyl chloride), ClC1=C(C=CC(=C1)Cl)C(CN1C=NC=C1)NC(=NC(=O)C1=CC=CC=C1)NC1=CC=CC=C1 (N-[1-(2,4-Dichlorophenyl)-2-(imidazol-1-yl)-ethyl]—N′-phenyl-N″-phenylcarbonylguanidine), C(=O)=NC(=S)N (carbonyl thiourea), Compound A. Product: Compound A, NC1=CC=CC=C1 (aniline), C1(=CC=CC=C1)C(C1=CC=CC=C1)N (diphenylmethylamine). Reaction SMILES: C(=NC(N)=S)=O.C(Cl)(=O)[C:8]1[CH:13]=[CH:12]C=[CH:10][CH:9]=1.Cl[C:17]1[CH:22]=[C:21](Cl)[CH:20]=[CH:19][C:18]=1[CH:24]([NH:31]C([NH:42][C:43]1[CH:48]=[CH:47][CH:46]=[CH:45][CH:44]=1)=NC(C1C=CC=CC=1)=O)[CH2:25]N1C=CN=C1>>[NH2:42][C:43]1[CH:48]=[CH:47][CH:46]=[CH:45][CH:44]=1.[C:25]1([CH:24]([NH2:31])[C:18]2[CH:17]=[CH:22][CH:21]=[CH:20][CH:19]=2)[CH:12]=[CH:13][CH:8]=[CH:9][CH:10]=1. Procedure details: N-[1-(2,4-Dichlorophenyl)-2-(imidazol-1-yl)-ethyl]-N′-phenyl)carbonyl thiourea. Compound A was prepared by following the procedure of Example 190, Step A, except benzoyl chloride was used instead of 4-chlorobenzoyl chloride. B. N-[1-(2,4-Dichlorophenyl)-2-(imidazol-1-yl)-ethyl]—N′-phenyl-N″-phenylcarbonylguanidine. Step B of Example 190 was followed using Compound A, above, and aniline (instead of diphenylmethylamine) to obtain Example 191. MS (ES): m/z 478 [M+H]+. The reactants are NC1=CC2=C(NC(=NS2(=O)=O)C=2C(N(C3=NC=CC=C3C2O)CCC(C)C)=O)C=C1 (3-(7-amino-1,1-dioxido-4H-1,2,4-benzothiadiazin-3-yl)-4-hydroxy-1-(3-methylbutyl)-1,8-naphthyridin-2(1H)-one), C(C)(=O)OC(C)=O (acetic anhydride), O (water). RXN SMILES: [NH2:1][C:2]1[CH:30]=[CH:29][C:5]2[NH:6][C:7]([C:12]3[C:13](=[O:28])[N:14]([CH2:23][CH2:24][CH:25]([CH3:27])[CH3:26])[C:15]4[C:20]([C:21]=3[OH:22])=[CH:19][CH:18]=[CH:17][N:16]=4)=[N:8][S:9](=[O:11])(=[O:10])[C:4]=2[CH:3]=1.[C:31](OC(=O)C)(=[O:33])[CH3:32].O>N1C=CC=CC=1>[OH:22][C:21]1[C:20]2[C:15](=[N:16][CH:17]=[CH:18][CH:19]=2)[N:14]([CH2:23][CH2:24][CH:25]([CH3:27])[CH3:26])[C:13](=[O:28])[C:12]=1[C:7]1[NH:6][C:5]2[CH:29]=[CH:30][C:2]([NH:1][C:31](=[O:33])[CH3:32])=[CH:3][C:4]=2[S:9](=[O:11])(=[O:10])[N:8]=1. The solvent is N1=CC=CC=C1 (pyridine). Yield: 71.6%. Procedure details: To the product of Example 205 (0.020 g, 0.047 mmol) in pyridine (0.5 mL) was added acetic anhydride (0.057 g, 0.0053 mL, 0.056 mmol). The reaction mixture was heated in a microwave reactor at 100° C. for 30 minutes. The reaction was poured into 30 mL of water. The solid was collected by filtration to give the title compound (15.8 mg, 72%). 1H NMR (300 MHz, DMSO-d6) δ 0.98 (d, J=6.62 Hz, 6 H) 1.57 (m, 2 H) 1.70 (m, 1 H) 2.10 (s, 3 H) 4.48 (m, 2 H) 7.48 (dd, J=8.09, 4.78 Hz, 1 H) 7.66 (d, J=8.82 H... Yields the product OC1=C(C(N(C2=NC=CC=C12)CCC(C)C)=O)C1=NS(C2=C(N1)C=CC(=C2)NC(C)=O)(=O)=O (N-{3-[4-hydroxy-1-(3-methylbutyl)-2-oxo-1,2-dihydro-1,8-naphthyridin-3-yl]-1,1-dioxido-4H-1,2,4-benzothiadiazin-7-yl}acetamide). Run at temperature 100 celsius.